This data is from the Open Reaction Database (ORD), a public repository of structured organic reaction records. The task is: describe an organic reaction: reactants, conditions, products, and yield Reactants: CCOC(C)=O, [H-], CC1(C)Oc2ccc([N+](=O)[O-])cc2C(n2ccccc2=O)C1(C)O, [Na+], C1CCOC1, O. Product: CC1=C(n2ccccc2=O)c2cc([N+](=O)[O-])ccc2OC1(C)C. RXN SMILES: [CH3:28][CH2:29][O:30][C:31](=[O:32])[CH3:33].[H-:25].[N+:1](=[O:2])([O-:3])[c:4]1[cH:5][cH:6][c:7]2[c:8]([cH:24]1)[CH:9]([n:17]1[c:18](=[O:23])[cH:19][cH:20][cH:21][cH:22]1)[C:10]([OH:15])([CH3:16])[C:11]([CH3:13])([CH3:14])[O:12]2.[Na+:26].[O:34]1[CH2:35][CH2:36][CH2:37][CH2:38]1.[OH2:27]>>[N+:1](=[O:2])([O-:3])[c:4]1[cH:5][cH:6][c:7]2[c:8]([cH:24]1)[C:9]([n:17]1[c:18](=[O:23])[cH:19][cH:20][cH:21][cH:22]1)=[C:10]([CH3:16])[C:11]([CH3:13])([CH3:14])[O:12]2. Starting materials: CO[C@H]1C[C@H]([C@H](CC1)NC(OCC1=CC=CC=C1)=O)COC(C1=CC=CC=C1)(C1=CC=CC=C1)C1=CC=CC=C1 (benzyl (1S,2R,4R)-4-methoxy-2-(trityloxymethyl)cyclohexylcarbamate). The solvent is C(C)(=O)O (acetic acid), CC#N (MeCN). Conditions: temperature 60 celsius, time 2 hour. Product: OC[C@H]1[C@H](CC[C@H](C1)OC)NC(OCC1=CC=CC=C1)=O (benzyl (1S,2R,4R)-2-(hydroxylmethyl)-4-methoxycyclohexylcarbamate). Yield: 82.7%. RXN SMILES: [CH3:1][O:2][C@@H:3]1[CH2:8][CH2:7][C@H:6]([NH:9][C:10](=[O:19])[O:11][CH2:12][C:13]2[CH:18]=[CH:17][CH:16]=[CH:15][CH:14]=2)[C@H:5]([CH2:20][O:21]C(C2C=CC=CC=2)(C2C=CC=CC=2)C2C=CC=CC=2)[CH2:4]1>C(O)(=O)C.CC#N>[OH:21][CH2:20][C@@H:5]1[CH2:4][C@H:3]([O:2][CH3:1])[CH2:8][CH2:7][C@@H:6]1[NH:9][C:10](=[O:19])[O:11][CH2:12][C:13]1[CH:14]=[CH:15][CH:16]=[CH:17][CH:18]=1. Procedure details: A sample of benzyl (1S,2R,4R)-4-methoxy-2-(trityloxymethyl)cyclohexylcarbamate (0.53 g) was dissolved in a mixture of 70% aqueous acetic acid (10 mL) and MeCN (10 mL) and stirred at 60° C. for 2 h. Reaction mixture was cooled and evaporated. Dissolved in EtOAc and washed with saturated NaHCO3 followed by brine and then dried (MgSO4). Filtered, concentrated and chromatographed to get benzyl (1S,2R,4R)-2-(hydroxylmethyl)-4-methoxycyclohexylcarbamate (0.24 g, yield=83%) as a clear oil. MS found: (M... RXN SMILES: [CH2:1]([N:8]1[CH2:12][CH:11]=[CH:10][CH2:9]1)[C:2]1[CH:7]=[CH:6][CH:5]=[CH:4][CH:3]=1.S(=O)(=O)(O)[OH:14].[OH2:18]>CC(C)=O>[CH2:1]([N:8]1[CH2:12][CH:11]([OH:18])[CH:10]([OH:14])[CH2:9]1)[C:2]1[CH:7]=[CH:6][CH:5]=[CH:4][CH:3]=1. Isolated yield 90.0%. Reported procedure: To the solution of 15.9 g (0.1 mol) of 1-benzyl-3-pyrroline, 12.0 g (0.12 mol) of 98% sulfuric acid, 15.0 g of water, and 60.0 g of acetone in a quartz round flask reactor, 45.6 g (0.20 mol) of (NH4)2S2O8 (ammonium peroxydisulfate produced by Mitsubishi Gas Chemical Industry Co., Ltd.) was added with stirring and allowed to react for 5 days at ambient temperature with irradiation by 500 W Xe lamps (UXL-500D xenon lamp produced by Ushio). After completion, acetone was evaporated under reduced pre... The reactants are C(C1=CC=CC=C1)N1CC=CC1 (1-benzyl-3-pyrroline), S(O)(O)(=O)=O (sulfuric acid), O (water), (NH4)2S2O8. The product is C(C1=CC=CC=C1)N1CC(C(C1)O)O (1-benzyl-3,4-dihydroxypyrrolidine). Solvent: CC(=O)C (acetone). Reactants: CC(C)C(=O)Nc1cccc(C2CCNCC2)c1, CC1(C)CCc2cc(C=O)ccc2O1. Product: CC(C)C(=O)Nc1cccc(C2CCN(Cc3ccc4c(c3)CCC(C)(C)O4)CC2)c1. Reaction SMILES: [CH3:15][CH:16]([C:17](=[O:18])[NH:19][c:20]1[cH:21][c:22]([CH:26]2[CH2:27][CH2:28][NH:29][CH2:30][CH2:31]2)[cH:23][cH:24][cH:25]1)[CH3:32].[CH3:1][C:2]1([CH3:14])[O:3][c:4]2[cH:5][cH:6][c:7]([CH:12]=[O:13])[cH:8][c:9]2[CH2:10][CH2:11]1>>[CH3:1][C:2]1([CH3:14])[O:3][c:4]2[cH:5][cH:6][c:7]([CH2:12][N:29]3[CH2:28][CH2:27][CH:26]([c:22]4[cH:21][c:20]([NH:19][C:17]([CH:16]([CH3:15])[CH3:32])=[O:18])[cH:25][cH:24][cH:23]4)[CH2:31][CH2:30]3)[cH:8][c:9]2[CH2:10][CH2:11]1. Starting materials: FC(C=1C=C(CN2N=NC(=C2C2=CC=NC=C2)[Sn](CCCC)(CCCC)CCCC)C=C(C1)C(F)(F)F)(F)F (4-[3-(3,5-bistrifluoromethylbenzyl)-5-tributylstannanyl-3H-[1,2,3]triazol-4-yl]-pyridine), BrC1=NC=CC=C1C(=O)C1=C(C=CC=C1)Cl ((2-bromopyridin-3-yl)-(2-chlorophenyl)-methanone), O1C(=CC=C1)P(C=1OC=CC1)C=1OC=CC1 (tri-2-furylphosphine). Reagents/catalysts: C=1C=CC(=CC1)/C=C/C(=O)/C=C/C2=CC=CC=C2.C=1C=CC(=CC1)/C=C/C(=O)/C=C/C2=CC=CC=C2.C=1C=CC(=CC1)/C=C/C(=O)/C=C/C2=CC=CC=C2.[Pd].[Pd] (tris(dibenzylideneacetone)dipalladium). Solvent: C1(=CC=CC=C1)C (toluene), C1(=CC=CC=C1)C (toluene), C1(=CC=CC=C1)C (toluene), C1(=CC=CC=C1)C (toluene). Conditions: temperature 113 celsius. The product is FC(C=1C=C(CN2N=NC(=C2C2=CC=NC=C2)C2=NC=CC=C2C(=O)C2=C(C=CC=C2)Cl)C=C(C1)C(F)(F)F)(F)F ({2-[1-(3,5-bistrifluoromethylbenzyl)-5-pyridin-4-yl-1H-[1,2,3]triazol-4-yl]-pyridin-3-yl}-(2-chlorophenyl)-methanone). RXN SMILES: [F:1][C:2]([F:39])([F:38])[C:3]1[CH:4]=[C:5]([CH:31]=[C:32]([C:34]([F:37])([F:36])[F:35])[CH:33]=1)[CH2:6][N:7]1[C:11]([C:12]2[CH:17]=[CH:16][N:15]=[CH:14][CH:13]=2)=[C:10]([Sn](CCCC)(CCCC)CCCC)[N:9]=[N:8]1.Br[C:41]1[C:46]([C:47]([C:49]2[CH:54]=[CH:53][CH:52]=[CH:51][C:50]=2[Cl:55])=[O:48])=[CH:45][CH:44]=[CH:43][N:42]=1.O1C=CC=C1P(C1OC=CC=1)C1OC=CC=1>C1(C)C=CC=CC=1.C1C=CC(/C=C/C(/C=C/C2C=CC=CC=2)=O)=CC=1.C1C=CC(/C=C/C(/C=C/C2C=CC=CC=2)=O)=CC=1.C1C=CC(/C=C/C(/C=C/C2C=CC=CC=2)=O)=CC=1.[Pd].[Pd]>[F:35][C:34]([F:37])([F:36])[C:32]1[CH:31]=[C:5]([CH:4]=[C:3]([C:2]([F:39])([F:1])[F:38])[CH:33]=1)[CH2:6][N:7]1[C:11]([C:12]2[CH:17]=[CH:16][N:15]=[CH:14][CH:13]=2)=[C:10]([C:41]2[C:46]([C:47]([C:49]3[CH:54]=[CH:53][CH:52]=[CH:51][C:50]=3[Cl:55])=[O:48])=[CH:45][CH:44]=[CH:43][N:42]=2)[N:9]=[N:8]1 |f:4.5.6.7.8|. Procedure details: Combine 4-[3-(3,5-bistrifluoromethylbenzyl)-5-tributylstannanyl-3H-[1,2,3]triazol-4-yl]-pyridine (489 g, 740 mmol) and toluene (1 L), add (2-bromopyridin-3-yl)-(2-chlorophenyl)-methanone (240 g, 810 mmol) in toluene (500 mL). Next, add tris(dibenzylideneacetone)dipalladium (16.95 g, 18.5 mmol) and toluene (300 mL). Add tri-2-furylphosphine (17.35 g, 74 mmol) in toluene (200 mL) and heat the reaction mixture to reflux (113° C.). Upon completion of the reaction, remove the solvent by rotary evapor... Reactants: OC1=CC=C(C(=O)CNC2=C(C=CC(=C2)OC)C2CC=3C=CC(=CC3CC2)OC(C(C)(C)C)=O)C=C1 (pivalic acid 6-{2-[(4-hydroxybenzoyl)methylamino]-4-methoxyphenyl}-5,6,7,8-tetrahydronaphthalen-2-yl ester), N1(CCCCCC1)C(CCl)=O (1-azepan-1-yl-2-chloroethanone). The product is N1(CCCCCC1)CCOC1=CC=C(CCNC2=C(C=CC(=C2)OC)C2CC=3C=CC(=CC3CC2)O)C=C1 (6-{2-{[4-(2-Azepan-1-ylethoxy)benzyl]methylamino}-4-methoxyphenyl}-5,6,7,8-tetrahydronaphthalen-2-ol). Isolated yield 8.0%. Reaction SMILES: [OH:1][C:2]1[CH:36]=[CH:35][C:5]([C:6]([CH2:8][NH:9][C:10]2[CH:15]=[C:14]([O:16][CH3:17])[CH:13]=[CH:12][C:11]=2[CH:18]2[CH2:27][CH2:26][C:25]3[CH:24]=[C:23]([O:28]C(=O)C(C)(C)C)[CH:22]=[CH:21][C:20]=3[CH2:19]2)=O)=[CH:4][CH:3]=1.[N:37]1([C:44](=O)[CH2:45]Cl)[CH2:43][CH2:42][CH2:41][CH2:40][CH2:39][CH2:38]1>>[N:37]1([CH2:44][CH2:45][O:1][C:2]2[CH:36]=[CH:35][C:5]([CH2:6][CH2:8][NH:9][C:10]3[CH:15]=[C:14]([O:16][CH3:17])[CH:13]=[CH:12][C:11]=3[CH:18]3[CH2:27][CH2:26][C:25]4[CH:24]=[C:23]([OH:28])[CH:22]=[CH:21][C:20]=4[CH2:19]3)=[CH:4][CH:3]=2)[CH2:43][CH2:42][CH2:41][CH2:40][CH2:39][CH2:38]1. Procedure: Synthesized from pivalic acid 6-{2-[(4-hydroxybenzoyl)methylamino]-4-methoxyphenyl}-5,6,7,8-tetrahydronaphthalen-2-yl ester (25 mg) and 1-azepan-1-yl-2-chloroethanone (18 mg) according to an analogous synthetic method to Example 404 and purified by LC-MS, the title compound (2.1 mg) was obtained. Starting materials: IC1CCC2C(OC1C2)=O (4-iodo-6-oxabicyclo[3.2.1]octan-7-one), N12CCCCCC2=NCCC1 (1,8-diazabicyclo[5.4.0]undec-7-ene). The solvent is C1=CC=CC=C1 (benzene). Product: C12CC=CC(OC1=O)C2 (6-Oxabicyclo[3.2.1]oct-3-en-7-one). Yield: 66.1%. RXN SMILES: I[CH:2]1[CH:8]2[CH2:9][CH:5]([C:6](=[O:10])[O:7]2)[CH2:4][CH2:3]1.N12CCCN=C1CCCCC2>C1C=CC=CC=1>[CH:5]12[CH2:9][CH:8]([O:7][C:6]1=[O:10])[CH:2]=[CH:3][CH2:4]2. Procedure: To 4-iodo-6-oxabicyclo[3.2.1]octan-7-one (8.00 g, 31.7 mmol) in benzene (100 ml) was added 1,8-diazabicyclo[5.4.0]undec-7-ene (7.9 g, 32 mmol) under nitrogen, and the mixture was heated under reflux for 6 h. The white precipitate was filtered off from the cooled solution and washed with ether (100 ml). The combined filtrates were washed with water (50 ml), 1N HCl (50 ml), and brine (25 ml), and then dried over magnesium sulfate. The solvents were removed by rotary evaporation to afford the alken...